Dataset: the Open Reaction Database (ORD), a public repository of structured organic reaction records. Task: describe an organic reaction: reactants, conditions, products, and yield Reactants: CCc1nc2ncccc2cc1O, CN(C)c1ccncc1, COc1cc2nccc(Cl)c2cc1OC, Clc1ccccc1Cl, O. The product is CCc1nc2ncccc2cc1Oc1ccnc2cc(OC)c(OC)cc12. RXN SMILES: [CH2:1]([CH3:2])[c:3]1[n:4][c:5]2[n:6][cH:7][cH:8][cH:9][c:10]2[cH:11][c:12]1[OH:13].[CH3:30][N:31]([CH3:32])[c:33]1[cH:34][cH:35][n:36][cH:37][cH:38]1.[Cl:14][c:15]1[cH:16][cH:17][n:18][c:19]2[cH:20][c:21]([O:27][CH3:28])[c:22]([O:25][CH3:26])[cH:23][c:24]12.[Cl:39][c:40]1[cH:41][cH:42][cH:43][cH:44][c:45]1[Cl:46].[OH2:29]>>[CH2:1]([CH3:2])[c:3]1[n:4][c:5]2[n:6][cH:7][cH:8][cH:9][c:10]2[cH:11][c:12]1[O:13][c:15]1[cH:16][cH:17][n:18][c:19]2[cH:20][c:21]([O:27][CH3:28])[c:22]([O:25][CH3:26])[cH:23][c:24]12. Starting materials: CC(C)Oc1ccc(S(C)(=O)=O)cc1C(=O)O, Cl, O=S(=O)(c1cccnc1)c1cnc(N2CCNCC2)s1. Product: CC(C)Oc1ccc(S(C)(=O)=O)cc1C(=O)N1CCN(c2ncc(S(=O)(=O)c3cccnc3)s2)CC1. Reaction SMILES: [CH:1]([CH3:2])([CH3:3])[O:4][c:5]1[c:6]([C:7](=[O:8])[OH:9])[cH:10][c:11]([S:14](=[O:15])(=[O:16])[CH3:17])[cH:12][cH:13]1.[ClH:18].[n:19]1[cH:20][c:21]([S:25](=[O:26])(=[O:27])[c:28]2[cH:29][n:30][c:31]([N:33]3[CH2:34][CH2:35][NH:36][CH2:37][CH2:38]3)[s:32]2)[cH:22][cH:23][cH:24]1>>[CH:1]([CH3:2])([CH3:3])[O:4][c:5]1[c:6]([C:7](=[O:9])[N:36]2[CH2:35][CH2:34][N:33]([c:31]3[n:30][cH:29][c:28]([S:25]([c:21]4[cH:20][n:19][cH:24][cH:23][cH:22]4)(=[O:26])=[O:27])[s:32]3)[CH2:38][CH2:37]2)[cH:10][c:11]([S:14](=[O:15])(=[O:16])[CH3:17])[cH:12][cH:13]1. Solvent: CN(C=O)C (dimethylformamide), CN(C=O)C (dimethylformamide). Starting materials: C(C1=CC=CC=C1)Br (benzyl bromide), water ice-N hydrochloric acid, OC1=C(C=C(C=C1)O)O (1,2,4-trihydroxy benzene), B(OCC)(OCC)OCC (triethyl borate), [H-].[Na+] (sodium hydride). Reaction SMILES: [OH:1][C:2]1[CH:7]=[CH:6][C:5]([OH:8])=[CH:4][C:3]=1[OH:9].[H-].[Na+].B(OCC)(OCC)OCC.[CH2:22](Br)[C:23]1[CH:28]=[CH:27][CH:26]=[CH:25][CH:24]=1>CN(C)C=O>[CH2:22]([O:8][C:5]1[CH:6]=[CH:7][C:2]([OH:1])=[C:3]([OH:9])[CH:4]=1)[C:23]1[CH:28]=[CH:27][CH:26]=[CH:25][CH:24]=1 |f:1.2|. Reported procedure: 1.37 g of 1,2,4-trihydroxy benzene and 30 ml of anhydrous dimethylformamide were mixed together under an inert gas atmosphere and then 0.984 g of sodium hydride in suspension at 53% in oil was added at 15°-20° C. The mixture was stirred for one hour and 1.906 ml of triethyl borate were added. The mixture was stirred for one hour, and 1.29 ml of benzyl bromide in solution in 20 ml of dimethylformamide were added over 2 hours. The mixture was stirred for 16 hours at ambient temperature and then wa... Product: C(C1=CC=CC=C1)OC1=CC(=C(C=C1)O)O (1-(benzyloxy)-3,4-dihydroxy benzene). Run at time 1 hour. Isolated yield 58.0%. Starting materials: N (ammonia), FC1=C(C(=CC=C1)F)C1=NC=2C(C=3C=CC(=CC13)CO)=NN(C2NC2CCN(CC2)S(=O)(=O)N)COCC[Si](C)(C)C (4-{[5-(2,6-difluorophenyl)-7-(hydroxymethyl)-2-{[2-(trimethylsilyl)ethoxy]methyl}-2H-pyrazolo[4,3-c]isoquinolin-3-yl]amino}piperidine-1-sulphonamide), C(Cl)Cl (DCM), C(=O)(C(F)(F)F)O (TFA). The solvent is O (water). Conditions: temperature 0 celsius, time 30 minute. Yields the product FC1=C(C(=CC=C1)F)C1=NC2=C(C=3C=CC(=CC13)CO)NN=C2NC2CCN(CC2)S(=O)(=O)N (4-{[5-(2,6-difluorophenyl)-7-(hydroxymethyl)-1H-pyrazolo[4,3-c]isoquinolin-3-yl]amino}piperidine-1-sulphonamide). RXN SMILES: [F:1][C:2]1[CH:7]=[CH:6][CH:5]=[C:4]([F:8])[C:3]=1[C:9]1[C:18]2[CH:17]=[C:16]([CH2:19][OH:20])[CH:15]=[CH:14][C:13]=2[C:12]2=[N:21][N:22](COCC[Si](C)(C)C)[C:23]([NH:24][CH:25]3[CH2:30][CH2:29][N:28]([S:31]([NH2:34])(=[O:33])=[O:32])[CH2:27][CH2:26]3)=[C:11]2[N:10]=1.C(Cl)Cl.C(O)(C(F)(F)F)=O.N>O>[F:1][C:2]1[CH:7]=[CH:6][CH:5]=[C:4]([F:8])[C:3]=1[C:9]1[C:18]2[CH:17]=[C:16]([CH2:19][OH:20])[CH:15]=[CH:14][C:13]=2[C:12]2[NH:21][N:22]=[C:23]([NH:24][CH:25]3[CH2:30][CH2:29][N:28]([S:31]([NH2:34])(=[O:33])=[O:32])[CH2:27][CH2:26]3)[C:11]=2[N:10]=1. Procedure details: 194 mg of 4-{[5-(2,6-difluorophenyl)-7-(hydroxymethyl)-2-{[2-(trimethylsilyl)ethoxy]methyl}-2H-pyrazolo[4,3-c]isoquinolin-3-yl]amino}piperidine-1-sulphonamide are introduced into 25 ml of DCM. After cooling to 0° C. using an ice bath, 1.9 ml of TFA are added and the mixture is stirred at RT for 2 h 30 min. It is concentrated under RP and the solid obtained is taken up in 50 ml of water, neutralized with 2.5 ml of 7.5M aqueous ammonia solution. It is extracted with ethyl acetate, dried over MgSO4... Reactants: N#Cc1ccccc1CBr, O=C1NCc2ccccc21, O=C([O-])[O-], CC(C)=O, CCCCCC, CCOC(C)=O, [Cs+], [Cs+], C1COCCOCCOCCOCCOCCO1. Product: N#Cc1ccccc1CN1Cc2ccccc2C1=O. Reaction SMILES: [Br:11][CH2:12][c:13]1[c:14]([C:15]#[N:16])[cH:17][cH:18][cH:19][cH:20]1.[C:1]1(=[O:10])[NH:2][CH2:3][c:4]2[cH:5][cH:6][cH:7][cH:8][c:9]21.[C:21](=[O:22])([O-:23])[O-:24].[CH3:45][C:46](=[O:47])[CH3:48].[CH3:49][CH2:50][CH2:51][CH2:52][CH2:53][CH3:54].[CH3:55][CH2:56][O:57][C:58](=[O:59])[CH3:60].[Cs+:25].[Cs+:26].[O:27]1[CH2:28][CH2:29][O:30][CH2:31][CH2:32][O:33][CH2:34][CH2:35][O:36][CH2:37][CH2:38][O:39][CH2:40][CH2:41][O:42][CH2:43][CH2:44]1>>[C:1]1(=[O:10])[N:2]([CH2:12][c:13]2[c:14]([C:15]#[N:16])[cH:17][cH:18][cH:19][cH:20]2)[CH2:3][c:4]2[cH:5][cH:6][cH:7][cH:8][c:9]21.